This data is from the Open Reaction Database (ORD), a public repository of structured organic reaction records. The task is: describe an organic reaction: reactants, conditions, products, and yield Starting materials: C1[C@@H]2[C@H]1C(C=C1CC[C@H]3[C@@H]4CCC([C@@]4(C)CC[C@@H]3[C@@]21C)=O)=O (1β,2β-methylene-4-androstene-3,17-dione), C[C@H]1[C@H]2[C@@H]3CCC([C@@]3(C)CC[C@@H]2[C@]2([C@H]3[C@@H](C(C=C2C1)=O)C3)C)=O (7α-methyl-1β,2β-methylene-4-androstene-3,17-dione), C[C@H]1C[C@H]2[C@@H]3CCC([C@@]3(C)CC[C@@H]2[C@]2([C@H]3[C@@H](C(C=C12)=O)C3)C)=O (6α-methyl-1β,2β-methylene-4-androstene-3,17-dione). Yields the product C[C@@H]1CC(C=C2C[C@@H]([C@H]3[C@@H]4CCC([C@@]4(C)CC[C@@H]3[C@@]12C)=O)C)=O (1β,7β-dimethyl-4-androstene-3,17-dione), C[C@@H]1CC(C=C2[C@H](C[C@H]3[C@@H]4CCC([C@@]4(C)CC[C@@H]3[C@@]12C)=O)C)=O (1β,6α-dimethyl-4-androstene-3,17-dione). RXN SMILES: [CH3:1][C@@H:2]1[CH2:19][C:18]2[C@:13]([CH3:22])([C@@H:14]3[CH2:21][C@@H:15]3[C:16](=[O:20])[CH:17]=2)[C@@H:12]2[C@@H:3]1[C@H:4]1[C@@:8]([CH2:10][CH2:11]2)([CH3:9])[C:7](=[O:23])[CH2:6][CH2:5]1.[CH3:24][C@@H:25]1[C:42]2[C@:37]([CH3:45])([C@@H:38]3[CH2:44][C@@H:39]3[C:40](=[O:43])[CH:41]=2)[C@@H:36]2[C@H:27]([C@H:28]3[C@@:32]([CH2:34][CH2:35]2)([CH3:33])[C:31](=[O:46])[CH2:30][CH2:29]3)[CH2:26]1.C1[C@@H]2C(=O)C=C3[C@](C)([C@H]12)[C@@H]1[C@H]([C@H]2[C@@](CC1)(C)C(=O)CC2)CC3>>[CH3:21][C@H:14]1[C@@:13]2([CH3:22])[C:18]([CH2:19][C@H:2]([CH3:1])[C@@H:3]3[C@@H:12]2[CH2:11][CH2:10][C@@:8]2([CH3:9])[C@H:4]3[CH2:5][CH2:6][C:7]2=[O:23])=[CH:17][C:16](=[O:20])[CH2:15]1.[CH3:44][C@H:38]1[C@@:37]2([CH3:45])[C:42]([C@@H:25]([CH3:24])[CH2:26][C@@H:27]3[C@@H:36]2[CH2:35][CH2:34][C@@:32]2([CH3:33])[C@H:28]3[CH2:29][CH2:30][C:31]2=[O:46])=[CH:41][C:40](=[O:43])[CH2:39]1. Procedure: Substituting 7α-methyl-1β,2β-methylene-4-androstene-3,17-dione and 6α-methyl-1β,2β-methylene-4-androstene-3,17-dione for the 1β,2β-methylene-4-androstene-3,17-dione above results in the preparation of 1β,7β-dimethyl-4-androstene-3,17-dione and 1β,6α-dimethyl-4-androstene-3,17-dione.